Dataset: the Open Reaction Database (ORD), a public repository of structured organic reaction records. Task: describe an organic reaction: reactants, conditions, products, and yield The reactants are ClC1=C2C=CC(=NC2=NC=C1)N1C(C2=C(C1O)SCCS2)=O (6-(5-Chloro-1,8-naphthyridin-2-yl)-5-hydroxy-7-oxo-2,3,6,7-tetrahydro-1,4-dithiino[2,3-c]pyrrole), [H-].[Na+] (sodium hydride), ClC(=O)N1CCN(CC1)C (1-chlorocarbonyl-4-methylpiperazine). Run in C(C)#N (acetonitrile), C(Cl)Cl (methylene chloride), CN(C=O)C (dimethylformamide), CN(C=O)C (dimethylformamide), ice, CS(=O)(=O)O (methanesulphonic acid). Reaction conditions: temperature 5 celsius, time 1 hour. Product: ClC1=C2C=CC(=NC2=NC=C1)N1C(C2=C(C1OC(=O)N1CCN(CC1)C)SCCS2)=O (6-(5-Chloro-1,8-naphthyridin-2-yl)-5-(4-methylpiperazin-1-yl)carbonyloxy-7-oxo-2,3,6,7-tetrahydro-1,4-dithiino[2,3-c]pyrrole). The yield is 49.5%. RXN SMILES: [Cl:1][C:2]1[CH:11]=[CH:10][N:9]=[C:8]2[C:3]=1[CH:4]=[CH:5][C:6]([N:12]1[CH:16]([OH:17])[C:15]3[S:18][CH2:19][CH2:20][S:21][C:14]=3[C:13]1=[O:22])=[N:7]2.[H-].[Na+].Cl[C:26]([N:28]1[CH2:33][CH2:32][N:31]([CH3:34])[CH2:30][CH2:29]1)=[O:27]>CN(C)C=O.CS(O)(=O)=O.C(#N)C.C(Cl)Cl>[Cl:1][C:2]1[CH:11]=[CH:10][N:9]=[C:8]2[C:3]=1[CH:4]=[CH:5][C:6]([N:12]1[CH:13]([O:22][C:26]([N:28]3[CH2:33][CH2:32][N:31]([CH3:34])[CH2:30][CH2:29]3)=[O:27])[C:14]3[S:21][CH2:20][CH2:19][S:18][C:15]=3[C:16]1=[O:17])=[N:7]2 |f:1.2|. Reported procedure: 6-(5-Chloro-1,8-naphthyridin-2-yl)-5-hydroxy-7-oxo-2,3,6,7-tetrahydro-1,4-dithiino[2,3-c]pyrrole (11.9 g.) is added, at 0° C., to a suspension of sodium hydride (1.2 g.) in anhydrous dimethylformamide (120 cc.). The reaction mixture is stirred for 1 hour at 5° C., and 1-chlorocarbonyl-4-methylpiperazine (16.6 g.) dissolved in anhydrous dimethylformamide (80 cc.) is then added. After stirring for 21/2 hours at 5° C., the crystals which have appeared are filtered off and washed twice with diethyl ... Reactants: CCOC(=O)c1ccc(C(F)F)o1, CCO, [Na+], [OH-]. Product: O=C(O)c1ccc(C(F)F)o1. As a reaction SMILES: [CH2:1]([CH3:2])[O:3][C:4](=[O:5])[c:6]1[o:7][c:8]([CH:11]([F:12])[F:13])[cH:9][cH:10]1.[CH3:16][CH2:17][OH:18].[Na+:15].[OH-:14]>>[O:3]=[C:4]([OH:5])[c:6]1[o:7][c:8]([CH:11]([F:12])[F:13])[cH:9][cH:10]1. The reactants are COC(CNC1=NC=CN=C1)OC ((2,2-dimethoxyethyl)-pyrazin-2-yl-amine), solution, C(CCC)[Li] (butyllithium), C[Si](CCOC(=O)N1C(CCCC1)CCOC1=C(C(NC2=CC(=C(C=C12)N=C=O)Cl)=O)C1=CC(=CC(=C1)C)C)(C)C (2-{2-[7-chloro-3-(3,5-dimethylphenyl)-6-isocyanato-2-oxo-1,2-dihydroquinolin-4-yloxy]-ethyl}-piperidine-1-carboxylic acid 2-trimethylsilanylethyl ester). Reaction conditions: time 30 minute. The product is C[Si](CCOC(=O)N1C(CCCC1)CCOC1=C(C(NC2=CC(=C(C=C12)NC(=O)N(C1=NC=CN=C1)CC(OC)OC)Cl)=O)C1=CC(=CC(=C1)C)C)(C)C (2-{2-[7-chloro-6-[3-(2,2-dimethoxyethyl)-3-pyrazin-2-yl-ureido]-3-(3,5 -dimethylphenyl)-2-oxo-1,2-dihydroquinolin-4-yloxy]-ethyl}-piperidine-1-carboxylic acid 2-trimethylsilanylethyl ester). Yield: 9.0%. Reaction SMILES: [CH3:1][O:2][CH:3]([O:12][CH3:13])[CH2:4][NH:5][C:6]1[CH:11]=[N:10][CH:9]=[CH:8][N:7]=1.C([Li])CCC.[CH3:19][Si:20]([CH3:59])([CH3:58])[CH2:21][CH2:22][O:23][C:24]([N:26]1[CH2:31][CH2:30][CH2:29][CH2:28][CH:27]1[CH2:32][CH2:33][O:34][C:35]1[C:44]2[C:39](=[CH:40][C:41]([Cl:48])=[C:42]([N:45]=[C:46]=[O:47])[CH:43]=2)[NH:38][C:37](=[O:49])[C:36]=1[C:50]1[CH:55]=[C:54]([CH3:56])[CH:53]=[C:52]([CH3:57])[CH:51]=1)=[O:25]>>[CH3:58][Si:20]([CH3:19])([CH3:59])[CH2:21][CH2:22][O:23][C:24]([N:26]1[CH2:31][CH2:30][CH2:29][CH2:28][CH:27]1[CH2:32][CH2:33][O:34][C:35]1[C:44]2[C:39](=[CH:40][C:41]([Cl:48])=[C:42]([NH:45][C:46]([N:5]([CH2:4][CH:3]([O:2][CH3:1])[O:12][CH3:13])[C:6]3[CH:11]=[N:10][CH:9]=[CH:8][N:7]=3)=[O:47])[CH:43]=2)[NH:38][C:37](=[O:49])[C:36]=1[C:50]1[CH:55]=[C:54]([CH3:56])[CH:53]=[C:52]([CH3:57])[CH:51]=1)=[O:25]. Procedure details: To a solution of (2,2-dimethoxyethyl)-pyrazin-2-yl-amine (103 mg in 3 mL dry tetrahydrofuran) at -78° C. was added 0.23 mL of a 2.5M solution of butyllithium and the mixture stirred for 30 minutes. At this time, a solution of 2-{2-[7-chloro-3-(3,5-dimethylphenyl)-6-isocyanato-2-oxo-1,2-dihydroquinolin-4-yloxy]-ethyl}-piperidine-1-carboxylic acid 2-trimethylsilanylethyl ester (94 mg in 2 mL tetrahydrofuran) was added via cannula and the mixture warmed to room temperature. After 20 hours, the reac... Starting materials: CC(C)(C)OC(=O)Oc1ccccc1, CN(C=O)c1ccc2c(c1)[nH]c1cc(OCc3ccccc3)ccc12, C1CCOC1, [H-], [Na+]. The product is CN(C=O)c1ccc2c3ccc(OCc4ccccc4)cc3n(C(=O)OC(C)(C)C)c2c1. RXN SMILES: [C:28]([O:29][C:30]([CH3:31])([CH3:32])[CH3:33])([O:34][c:36]1[cH:37][cH:38][cH:39][cH:40][cH:41]1)=[O:35].[CH2:1]([c:2]1[cH:3][cH:4][cH:5][cH:6][cH:7]1)[O:8][c:9]1[cH:10][cH:11][c:12]2[c:13]3[cH:14][cH:15][c:16]([N:22]([CH:23]=[O:24])[CH3:25])[cH:17][c:18]3[nH:19][c:20]2[cH:21]1.[CH2:42]1[O:43][CH2:44][CH2:45][CH2:46]1.[H-:27].[Na+:26]>>[CH2:1]([c:2]1[cH:3][cH:4][cH:5][cH:6][cH:7]1)[O:8][c:9]1[cH:10][cH:11][c:12]2[c:13]3[cH:14][cH:15][c:16]([N:22]([CH:23]=[O:24])[CH3:25])[cH:17][c:18]3[n:19]([C:28]([O:29][C:30]([CH3:31])([CH3:32])[CH3:33])=[O:34])[c:20]2[cH:21]1. Reactants: O[C@H]1CC[C@H](CC1)N1C(C2=CC=CC=C2C1=O)=O (cis-2-(4-hydroxycyclohexyl)-1H-isoindole-1,3(2H)-dione), CC1=C(C=C2C=NNC2=C1)O (6-methyl-1H-indazol-5-ol), CC1=C2C=NNC2=CC=C1O (4-methyl-1H-indazol-5-ol). The product is N1C=CC(=CC=C1)OC=1C(=C2C=NNC2=CC1)C (5-(azepin-4-yloxy)-4-methyl-1H-indazole). As a reaction SMILES: O[C@@H]1CC[C@H]([N:8]2[C:16](=O)[C:15]3[C:10](=[CH:11][CH:12]=[CH:13]C=3)C2=O)CC1.CC1C=C2C(C=NN2)=CC=1O.[CH3:30][C:31]1[C:39]([OH:40])=[CH:38][CH:37]=[C:36]2[C:32]=1[CH:33]=[N:34][NH:35]2>>[NH:8]1[CH:13]=[CH:12][CH:11]=[C:10]([O:40][C:39]2[C:31]([CH3:30])=[C:32]3[C:36](=[CH:37][CH:38]=2)[NH:35][N:34]=[CH:33]3)[CH:15]=[CH:16]1. Procedure details: The following compound of Example 408 was synthesized by carrying out reaction according to the method described in Example 385, except for using the cis-2-(4-hydroxycyclohexyl)-1H-isoindole-1,3(2H)-dione obtained in Example 323, (c) and the 4-methyl-1H-indazol-5-ol obtained in Example 402, as starting materials. Reactants: CCOC(=O)c1c(NCCC(=O)c2ccccc2)c2ccc([N+](=O)[O-])cc2n1C(=O)OC(C)(C)C, ClCCl, CCOC(C)=O. Yields the product CCOC(=O)c1[nH]c2cc([N+](=O)[O-])ccc2c1NCCC(=O)c1ccccc1. Reaction SMILES: [CH2:1]([C:2](=[O:3])[c:4]1[cH:5][cH:6][cH:7][cH:8][cH:9]1)[CH2:10][NH:11][c:12]1[c:13]([C:31](=[O:32])[O:33][CH2:34][CH3:35])[n:14]([C:24]([O:25][C:26]([CH3:27])([CH3:28])[CH3:29])=[O:30])[c:15]2[cH:16][c:17]([N+:21](=[O:22])[O-:23])[cH:18][cH:19][c:20]12.[CH2:36]([Cl:37])[Cl:38].[CH3:39][CH2:40][O:41][C:42](=[O:43])[CH3:44]>>[CH2:1]([C:2](=[O:3])[c:4]1[cH:5][cH:6][cH:7][cH:8][cH:9]1)[CH2:10][NH:11][c:12]1[c:13]([C:31](=[O:32])[O:33][CH2:34][CH3:35])[nH:14][c:15]2[cH:16][c:17]([N+:21](=[O:22])[O-:23])[cH:18][cH:19][c:20]12. Reactants: [BH4-], CC(=O)c1nc(-c2ccc(=O)n(C(C)C)c2)c(-c2ccccc2)nc1N, CCOC(C)=O, Cl, [Na+], O. Yields the product CC(O)c1nc(-c2ccc(=O)n(C(C)C)c2)c(-c2ccccc2)nc1N. Reaction SMILES: [BH4-:27].[C:1]([CH3:2])(=[O:3])[c:4]1[c:5]([NH2:26])[n:6][c:7](-[c:20]2[cH:21][cH:22][cH:23][cH:24][cH:25]2)[c:8](-[c:10]2[cH:11][cH:12][c:13](=[O:19])[n:14]([CH:16]([CH3:17])[CH3:18])[cH:15]2)[n:9]1.[CH3:31][CH2:32][O:33][C:34]([CH3:35])=[O:36].[ClH:29].[Na+:28].[OH2:30]>>[CH:1]([CH3:2])([OH:3])[c:4]1[c:5]([NH2:26])[n:6][c:7](-[c:20]2[cH:21][cH:22][cH:23][cH:24][cH:25]2)[c:8](-[c:10]2[cH:11][cH:12][c:13](=[O:19])[n:14]([CH:16]([CH3:17])[CH3:18])[cH:15]2)[n:9]1.